describe an organic reaction: reactants, conditions, products, and yield From a dataset of the Open Reaction Database (ORD), a public repository of structured organic reaction records. Starting materials: O1C=NC=C1C=1C=C(C=CC1)NC1=NC=CC(=N1)C=1C(=NN2C1C=CC=C2)C=2C=C(C=CC2)NC(CC=2SC=CC2)=O (N-{3-[3-(2-{[3-(1,3-Oxazol-5-yl)phenyl]amino}-4-pyrimidinyl)pyrazolo[1,5-a]pyridin-2-yl]phenyl}-2-(2-thienyl)acetamide), CC=1N=COC1C=1C=C(N)C=CC1 (3-(4-methyl-1,3-oxazol-5-yl)aniline). The product is CC=1N=COC1C=1C=C(C=CC1)NC1=NC=CC(=N1)C=1C(=NN2C1C=CC=C2)C=2C=C(C=CC2)NC(CC=2SC=CC2)=O (N-{3-[3-(2-{[3-(4-Methyl-1,3-oxazol-5-yl)phenyl]amino}pyrimidin-4-yl)pyrazolo[1,5-a]pyridin-2-yl]phenyl}-2-(2-thienyl)acetamide). RXN SMILES: [O:1]1[C:5]([C:6]2[CH:7]=[C:8]([NH:12][C:13]3[N:18]=[C:17]([C:19]4[C:20]([C:28]5[CH:29]=[C:30]([NH:34][C:35](=[O:42])[CH2:36][C:37]6[S:38][CH:39]=[CH:40][CH:41]=6)[CH:31]=[CH:32][CH:33]=5)=[N:21][N:22]5[CH:27]=[CH:26][CH:25]=[CH:24][C:23]=45)[CH:16]=[CH:15][N:14]=3)[CH:9]=[CH:10][CH:11]=2)=[CH:4][N:3]=[CH:2]1.[CH3:43]C1N=COC=1C1C=C(C=CC=1)N>>[CH3:43][C:4]1[N:3]=[CH:2][O:1][C:5]=1[C:6]1[CH:7]=[C:8]([NH:12][C:13]2[N:18]=[C:17]([C:19]3[C:20]([C:28]4[CH:29]=[C:30]([NH:34][C:35](=[O:42])[CH2:36][C:37]5[S:38][CH:39]=[CH:40][CH:41]=5)[CH:31]=[CH:32][CH:33]=4)=[N:21][N:22]4[CH:27]=[CH:26][CH:25]=[CH:24][C:23]=34)[CH:16]=[CH:15][N:14]=2)[CH:9]=[CH:10][CH:11]=1. Procedure: The title compound was synthesized from N-{3-[3-(2-chloro-4-pyrimidinyl)pyrazolo[1,5-a]pyridin-2-yl]phenyl}-2-(2-thienyl)acetamide (see Example 2, step B) and 3-(4-methyl-1,3-oxazol-5-yl)aniline following the protocol described in Example 2, step E. The reaction formed a suspension on cooling to rt. The suspension was filtered and provided the title compound in 81% yield. Starting materials: COC1=CC=C2CCC(C2=C1)CC=1N=CNC1 (4-(6-methoxyindan-1-ylmethyl)-1H-imidazole), [OH-].[NH4+] (ammonium hydroxide), [Sn](Cl)(Cl)(Cl)Cl (Tin(IV)chloride), COC(Cl)Cl (dichloromethyl methyl ether). The solvent is C(Cl)Cl (methylene chloride), O (water), C(Cl)Cl (methylene chloride). Reaction conditions: temperature 0 celsius, time 1 hour. The product is N1C=NC(=C1)CC1CCC2=CC(=C(C=C12)OC)C=O (1-(1H-Imidazol-4-ylmethyl)-6-methoxyindan-5-carbaldehyde). Reaction SMILES: [Sn](Cl)(Cl)(Cl)Cl.[CH3:6][O:7][CH:8](Cl)Cl.C[O:12][C:13]1[CH:21]=[C:20]2[C:16]([CH2:17][CH2:18][CH:19]2[CH2:22][C:23]2[N:24]=[CH:25][NH:26][CH:27]=2)=[CH:15][CH:14]=1.[OH-].[NH4+]>C(Cl)Cl.O>[NH:26]1[CH:27]=[C:23]([CH2:22][CH:19]2[C:20]3[C:16](=[CH:15][C:14]([CH:13]=[O:12])=[C:8]([O:7][CH3:6])[CH:21]=3)[CH2:17][CH2:18]2)[N:24]=[CH:25]1 |f:3.4|. Procedure details: Tin(IV)chloride (1.60 g) is added dropwise to a stirred solution of dichloromethyl methyl ether (0.68 g) in methylene chloride (12 ml) with ice cooling under a nitrogen atmosphere. The solution is stirred at 0° C. for one hour before adding a solution of 4-(6-methoxyindan-1-ylmethyl)-1H-imidazole (0.60 g) in methylene chloride (4 ml). The resulting mixture is allowed to warm to ambient temperature while being stirred for 4 hours. The mixture is then poured into cold water and is made basic with ... The reactants are O1CCN(CC1)CCNC1=C(C=O)C=CC=C1F (2-(2-Morpholinoethylamino)-3-fluorobenzaldehyde), CC(CCN)(C)C (3,3-dimethylbutan-1-amine), [O-]S(=O)(=O)[O-].[Mg+2] (MgSO4). The solvent is C1(=CC=CC=C1)C (toluene). Reaction conditions: temperature 70 celsius, time 8 hour. Yields the product CC(CC\N=C\C1=C(C(=CC=C1)F)NCCN1CCOCC1)(C)C (2-((E)-(3,3-dimethylbutylimino)methyl)-6-fluoro-N-(2-morpholinoethyl)benzenamine). As a reaction SMILES: [O:1]1[CH2:6][CH2:5][N:4]([CH2:7][CH2:8][NH:9][C:10]2[C:17]([F:18])=[CH:16][CH:15]=[CH:14][C:11]=2[CH:12]=O)[CH2:3][CH2:2]1.[CH3:19][C:20]([CH3:25])([CH3:24])[CH2:21][CH2:22][NH2:23].[O-]S([O-])(=O)=O.[Mg+2]>C1(C)C=CC=CC=1>[CH3:19][C:20]([CH3:25])([CH3:24])[CH2:21][CH2:22]/[N:23]=[CH:12]/[C:11]1[CH:14]=[CH:15][CH:16]=[C:17]([F:18])[C:10]=1[NH:9][CH2:8][CH2:7][N:4]1[CH2:5][CH2:6][O:1][CH2:2][CH2:3]1 |f:2.3|. Reported procedure: 2-(2-Morpholinoethylamino)-3-fluorobenzaldehyde (495 mg, 1.962 mmol), 3,3-dimethylbutan-1-amine (400 μL, 2.973 mmol), and MgSO4 were added to toluene (15 mL) and the reaction stirred in a 70° C. oil bath overnight. The oil bath temperature was raised to 100° C. for 2.5 hours, then heat was removed, solvent and volatiles removed under high vacuum on a rotary evaporator at 35° C. to give 2-((E)-(3,3-dimethylbutylimino)methyl)-6-fluoro-N-(2-morpholinoethyl)benzenamine. The crude material was carrie... Reactants: FC1=C(C=CC(=C1)O)CC(=O)OC (methyl (2-fluoro-4-hydroxyphenyl)acetate), COCC=1C=NC(=NC1)N1CCC(CC1)[C@@H]1[C@@H](C1)CCO (2-((1S,2R)-2-{1-[5-(methoxymethyl)pyrimidin-2-yl]piperidin-4-yl}cyclopropyl)ethanol), N(=NC(=O)OC(C)(C)C)C(=O)OC(C)(C)C (di-tert-butyl azodicarboxylate), C1(=CC=CC=C1)P(C1=CC=CC=C1)C1=CC=CC=C1 (triphenylphosphine). Run in ClCCl (dichloromethane), ClCCl (dichloromethane). Conditions: time 3 hour. The product is COC(CC1=C(C=C(C=C1)OCC[C@H]1[C@H](C1)C1CCN(CC1)C1=NC=C(C=N1)COC)F)=O (Methyl{2-fluoro-4-[2-((1S,2R)-2-{1-[5-(methoxymethyl)pyrimidin-2-yl]piperidin-4-yl}cyclopropyl)ethoxy]phenyl}acetate). Reaction SMILES: [F:1][C:2]1[CH:7]=[C:6]([OH:8])[CH:5]=[CH:4][C:3]=1[CH2:9][C:10]([O:12][CH3:13])=[O:11].[CH3:14][O:15][CH2:16][C:17]1[CH:18]=[N:19][C:20]([N:23]2[CH2:28][CH2:27][CH:26]([C@H:29]3[CH2:31][C@H:30]3[CH2:32][CH2:33]O)[CH2:25][CH2:24]2)=[N:21][CH:22]=1.C1(P(C2C=CC=CC=2)C2C=CC=CC=2)C=CC=CC=1.N(C(OC(C)(C)C)=O)=NC(OC(C)(C)C)=O>ClCCl>[CH3:13][O:12][C:10](=[O:11])[CH2:9][C:3]1[CH:4]=[CH:5][C:6]([O:8][CH2:33][CH2:32][C@@H:30]2[CH2:31][C@@H:29]2[CH:26]2[CH2:27][CH2:28][N:23]([C:20]3[N:19]=[CH:18][C:17]([CH2:16][O:15][CH3:14])=[CH:22][N:21]=3)[CH2:24][CH2:25]2)=[CH:7][C:2]=1[F:1]. Reported procedure: To an RT solution of methyl (2-fluoro-4-hydroxyphenyl)acetate (1.60 g, 5.49 mmol) in 15 ml of anhydrous dichloromethane was added a solution of 2-((1S,2R)-2-{1-[5-(methoxymethyl)pyrimidin-2-yl]piperidin-4-yl}cyclopropyl)ethanol (2.10 g, 7.22 mmol) in 20 ml anhydrous dichloromethane, followed by triphenylphosphine (polymer-bound, 4.32 g, 16.5 mmol), and di-tert-butyl azodicarboxylate (2.53 g, 11.0 mmol). The mixture was stirred at RT for 3 hours, filtered through Celite and concentrated. The resi... The reactants are N (NH3), BrC=1N(C=C(N1)[N+](=O)[O-])CC(CO[Si](C)(C)C(C)(C)C)COC1=CC=C(C=C1)OC(F)(F)F (2-bromo-1-(3-{[tert-butyl(dimethyl)silyl]oxy}-2-{[4-(trifluoromethoxy)phenoxy]methyl}propyl)-4-nitro-1H-imidazole), Cl (HCl), C(=O)=O.CC(=O)C (CO2 acetone). Run in CO (MeOH), CCO (EtOH). Run at time 12 hour. Yields the product BrC=1N(C=C(N1)[N+](=O)[O-])CC(CO)COC1=CC=C(C=C1)OC(F)(F)F (3-(2-bromo-4-nitro-1H-imidazol-1-yl)-2-{[4-(trifluoromethoxy)phenoxy]methyl}-1-propanol). Isolated yield 91.3%. Reaction SMILES: [Br:1][C:2]1[N:3]([CH2:10][CH:11]([CH2:21][O:22][C:23]2[CH:28]=[CH:27][C:26]([O:29][C:30]([F:33])([F:32])[F:31])=[CH:25][CH:24]=2)[CH2:12][O:13][Si](C(C)(C)C)(C)C)[CH:4]=[C:5]([N+:7]([O-:9])=[O:8])[N:6]=1.Cl.C(=O)=O.CC(C)=O.N>CCO.CO>[Br:1][C:2]1[N:3]([CH2:10][CH:11]([CH2:21][O:22][C:23]2[CH:28]=[CH:27][C:26]([O:29][C:30]([F:33])([F:31])[F:32])=[CH:25][CH:24]=2)[CH2:12][OH:13])[CH:4]=[C:5]([N+:7]([O-:9])=[O:8])[N:6]=1 |f:2.3|. Procedure details: Silyl ether 172 (3.42 g, 6.17 mmol) was treated with a solution of 1% HCl in 95% EtOH (desilylation conditions described by Cunico et al., 1980) (31 mL), and the mixture was stirred at room temperature for 12 h. The resulting solution was cooled (CO2/acetone), neutralised by dropwise addition of 7M NH3 in MeOH (6.6 mL) with stirring, and then concentrated to dryness and the residue was chromatographed on silica gel. Elution with 0-30% EtOAc/petroleum ether firstly gave foreruns, and then further...